From a dataset of the Open Reaction Database (ORD), a public repository of structured organic reaction records. describe an organic reaction: reactants, conditions, products, and yield Reactants: ClC1=CC=CC2=C1C(=NCC=1N2C(=NN1)C)C1=C(C=CC=C1)Cl (7-chloro-1-methyl-6-(o-chlorophenyl)-4H-s-triazolo[4,3-a][1,4]benzodiazepine). The solvent is C(C)(=O)Cl (acetyl chloride), CN(C)CN(C)C (N,N,N',N'-tetramethyldiaminomethane), CN(C=O)C (dimethylformamide), CN(C)CN(C)C (N,N,N',N'-tetramethyldiaminomethane). The product is ClC1=CC=CC2=C1C(=NCC=1N2C(=NN1)CCN(C)C)C1=C(C=CC=C1)Cl (7-chloro-1-[2-(dimethylamino)ethyl]-6-(o-chlorophenyl)-4H-s-triazolo[4,3-a][1,4]benzodiazepine). RXN SMILES: [Cl:1][C:2]1[C:7]2[C:8]([C:17]3[CH:22]=[CH:21][CH:20]=[CH:19][C:18]=3[Cl:23])=[N:9][CH2:10][C:11]3[N:12]([C:13]([CH3:16])=[N:14][N:15]=3)[C:6]=2[CH:5]=[CH:4][CH:3]=1>CN(C)C=O.CN(CN(C)C)C.C(Cl)(=O)C>[Cl:1][C:2]1[C:7]2[C:8]([C:17]3[CH:22]=[CH:21][CH:20]=[CH:19][C:18]=3[Cl:23])=[N:9][CH2:10][C:11]3[N:12]([C:13]([CH2:16][CH2:11][N:12]([CH3:13])[CH3:6])=[N:14][N:15]=3)[C:6]=2[CH:5]=[CH:4][CH:3]=1. Procedure details: In the manner given in Example 1, a solution of 7-chloro-1-methyl-6-(o-chlorophenyl)-4H-s-triazolo[4,3-a][1,4]benzodiazepine in dimethylformamide, N,N,N',N'-tetramethyldiaminomethane and acetyl chloride (in 0.25 molar excess compared to the N,N,N',N'-tetramethyldiaminomethane) are reacted together to give 7-chloro-1-[2-(dimethylamino)ethyl]-6-(o-chlorophenyl)-4H-s-triazolo[4,3-a][1,4]benzodiazepine. Reactants: C1(=CC=CC=C1)S(=O)(=O)C1=CC(=C(C=C1)O)C(C)=O (4-phenylsulfonyl-2-acetylphenol), CC(=O)C(OC)OC (pyruvic aldehyde dimethyl acetal), N1CCCC1 (pyrrolidine), resultant solution. Solvent: C1(=CC=CC=C1)C (toluene). Yields the product COC(C1(OC2=C(C(C1)=O)C=C(C=C2)S(=O)(=O)C2=CC=CC=C2)C)OC (2-dimethoxymethyl-2-methyl-4-oxo-6-phenylsulfonyl-3,4-dihydro-2H-1-benzopyran). As a reaction SMILES: [C:1]1([S:7]([C:10]2[CH:15]=[CH:14][C:13]([OH:16])=[C:12]([C:17](=[O:19])[CH3:18])[CH:11]=2)(=[O:9])=[O:8])[CH:6]=[CH:5][CH:4]=[CH:3][CH:2]=1.[CH3:20][C:21]([CH:23]([O:26][CH3:27])[O:24][CH3:25])=O.N1CCCC1>C1(C)C=CC=CC=1>[CH3:25][O:24][CH:23]([O:26][CH3:27])[C:21]1([CH3:20])[CH2:18][C:17](=[O:19])[C:12]2[CH:11]=[C:10]([S:7]([C:1]3[CH:2]=[CH:3][CH:4]=[CH:5][CH:6]=3)(=[O:9])=[O:8])[CH:15]=[CH:14][C:13]=2[O:16]1. Reported procedure: In 100 ml of toluene were dissolved 10 g of the compound obtained in step 4, 6.5 ml of pyruvic aldehyde dimethyl acetal and 1.5 ml of pyrrolidine. The resultant solution was heated to reflux for 16 hours and concentrated reduced pressure to obtain residue, which was purified by silica gel column chormatography using as an eluent a mixture of hexane and ethyl acetate (2:1) to obtain 11 g of the title compound. Reaction SMILES: [C:10]([C:11](=[CH2:12])[CH3:13])(=[O:14])[Cl:15].[Cl-:16].[Na+:18].[Na:1].[OH-:17].[OH2:19].[OH:2][n:3]1[cH:4][cH:5][cH:6][cH:7][c:8]1=[S:9]>>[C:10]([C:11](=[CH2:12])[CH3:13])(=[O:14])[O-:17].[OH:2][n:3]1[cH:4][cH:5][cH:6][cH:7][c:8]1=[S:9]. Reactants: C=C(C)C(=O)Cl, [Cl-], [Na+], [Na], [OH-], O, On1ccccc1=S. Yields the product C=C(C)C(=O)[O-], On1ccccc1=S. The reactants are C1COC(C)(C2=CC(=C(C=C2)O)N(C)C)O1 (3'-dimethylamino-4'-hydroxyacetophenone ethylene acetal), Cl (hydrochloric acid), C(O)([O-])=O.[Na+] (sodium hydrogencarbonate). Solvent: O1CCCC1 (tetrahydrofuran). Reaction conditions: time 1.5 hour. Yields the product CN(C=1C=C(C=CC1O)C(C)=O)C (3'-dimethylamino-4'-hydroxyacetophenone). As a reaction SMILES: C1O[C:4]([C:6]2[CH:11]=[CH:10][C:9]([OH:12])=[C:8]([N:13]([CH3:15])[CH3:14])[CH:7]=2)([CH3:5])[O:3]C1.Cl.C(=O)([O-])O.[Na+]>O1CCCC1>[CH3:15][N:13]([CH3:14])[C:8]1[CH:7]=[C:6]([C:4](=[O:3])[CH3:5])[CH:11]=[CH:10][C:9]=1[OH:12] |f:2.3|. Procedure details: A solution of the compound (2) (4.73 g, 21.2 mmol) obtained above in tetrahydrofuran (20 ml) and 1N hydrochloric acid (63.5 ml) was heated and stirred for 1.5 hours. The mixture was poured into a saturated aqueous solution of sodium hydrogencarbonate, extracted with ethyl acetate, washed with saturated brine and dried over anhydrous magnesium sulfate. The solvent was distilled off, and the residual solid was washed with hexane and filtrated. Yield 3.46 g (91%). Starting materials: N#Cc1cccc(CBr)n1, COc1ccc(NC2CCN(C(C)CCNC(=O)OC(C)(C)C)CC2)cc1, CC#N, CCN(C(C)C)C(C)C. Product: COc1ccc(N(Cc2cccc(C#N)n2)C2CCN(C(C)CCNC(=O)OC(C)(C)C)CC2)cc1. Reaction SMILES: [Br:28][CH2:29][c:30]1[cH:31][cH:32][cH:33][c:34]([C:36]#[N:37])[n:35]1.[C:1]([CH3:2])([CH3:3])([CH3:4])[O:5][C:6]([NH:7][CH2:8][CH2:9][CH:10]([CH3:11])[N:12]1[CH2:13][CH2:14][CH:15]([NH:18][c:19]2[cH:20][cH:21][c:22]([O:25][CH3:26])[cH:23][cH:24]2)[CH2:16][CH2:17]1)=[O:27].[CH3:47][C:48]#[N:49].[CH:38]([N:39]([CH2:40][CH3:41])[CH:42]([CH3:43])[CH3:44])([CH3:45])[CH3:46]>>[C:1]([CH3:2])([CH3:3])([CH3:4])[O:5][C:6]([NH:7][CH2:8][CH2:9][CH:10]([CH3:11])[N:12]1[CH2:13][CH2:14][CH:15]([N:18]([c:19]2[cH:20][cH:21][c:22]([O:25][CH3:26])[cH:23][cH:24]2)[CH2:29][c:30]2[cH:31][cH:32][cH:33][c:34]([C:36]#[N:37])[n:35]2)[CH2:16][CH2:17]1)=[O:27]. The reactants are C=CCc1c(OC(C)=O)c2cccnc2n(-c2ccccc2)c1=O, CCO, [Na+], [OH-]. Yields the product C=CCc1c(O)c2cccnc2n(-c2ccccc2)c1=O. As a reaction SMILES: [C:1](=[O:2])([CH3:3])[O:4][c:5]1[c:6]([CH2:22][CH:23]=[CH2:24])[c:7](=[O:21])[n:8](-[c:15]2[cH:16][cH:17][cH:18][cH:19][cH:20]2)[c:9]2[n:10][cH:11][cH:12][cH:13][c:14]12.[CH3:27][CH2:28][OH:29].[Na+:26].[OH-:25]>>[OH:4][c:5]1[c:6]([CH2:22][CH:23]=[CH2:24])[c:7](=[O:21])[n:8](-[c:15]2[cH:16][cH:17][cH:18][cH:19][cH:20]2)[c:9]2[n:10][cH:11][cH:12][cH:13][c:14]12. Starting materials: C, c1ccc(CCOCCOc2ccc(OCc3ccccc3)cc2)cc1, CCOC(C)=O, CCO, [Pd]. Product: Oc1ccc(OCCOCCc2ccccc2)cc1. RXN SMILES: [C:36].[CH2:1]([c:2]1[cH:3][cH:4][cH:5][cH:6][cH:7]1)[O:8][c:9]1[cH:10][cH:11][c:12]([O:15][CH2:16][CH2:17][O:18][CH2:19][CH2:20][c:21]2[cH:22][cH:23][cH:24][cH:25][cH:26]2)[cH:13][cH:14]1.[CH3:27][CH2:28][O:29][C:30](=[O:31])[CH3:32].[CH3:33][CH2:34][OH:35].[Pd:37]>>[OH:8][c:9]1[cH:10][cH:11][c:12]([O:15][CH2:16][CH2:17][O:18][CH2:19][CH2:20][c:21]2[cH:22][cH:23][cH:24][cH:25][cH:26]2)[cH:13][cH:14]1. Starting materials: BrCC=1C=C2C(CCC(C2=CC1)(C)C)(C)C (6-bromomethyl-1,1,4,4-tetramethyl-1,2,3,4-tetrahydro-naphthalene), [OH-].[Na+] (NaOH), CN(C([C@@H](CC(=O)OC)C1=CC=C(C=C1)O)=O)C ((S)-Methyl 4-(dimethylamino)-3-(4-hydroxyphenyl)-4-oxobutanoate), C([O-])([O-])=O.[Cs+].[Cs+] (cesium carbonate). The solvent is CO (MeOH), CN(C)C=O (DMF), CCOC(=O)C (EtOAc). Conditions: time 14 hour. Yields the product CN(C([C@@H](CC(=O)O)C1=CC=C(C=C1)OCC1=CC=2C(CCC(C2C=C1)(C)C)(C)C)=O)C ((S)-4-(Dimethylamino)-4-oxo-3-(4-((5,5,8,8-tetramethyl-5,6,7,8-tetrahydronaphthalen-2-yl)methoxy)phenyl)butanoic acid). RXN SMILES: [CH3:1][N:2]([CH3:18])[C:3](=[O:17])[C@H:4]([C:10]1[CH:15]=[CH:14][C:13]([OH:16])=[CH:12][CH:11]=1)[CH2:5][C:6]([O:8]C)=[O:7].Br[CH2:20][C:21]1[CH:22]=[C:23]2[C:28](=[CH:29][CH:30]=1)[C:27]([CH3:32])([CH3:31])[CH2:26][CH2:25][C:24]2([CH3:34])[CH3:33].C(=O)([O-])[O-].[Cs+].[Cs+].[OH-].[Na+]>CN(C=O)C.CCOC(C)=O.CO>[CH3:1][N:2]([CH3:18])[C:3](=[O:17])[C@H:4]([C:10]1[CH:15]=[CH:14][C:13]([O:16][CH2:20][C:21]2[CH:30]=[CH:29][C:28]3[C:27]([CH3:32])([CH3:31])[CH2:26][CH2:25][C:24]([CH3:34])([CH3:33])[C:23]=3[CH:22]=2)=[CH:12][CH:11]=1)[CH2:5][C:6]([OH:8])=[O:7] |f:2.3.4,5.6|. Procedure details: The phenol 22.2 (315 mg, 1.26 mmol) is dissolved in 5 mL of DMF and 6-bromomethyl-1,1,4,4-tetramethyl-1,2,3,4-tetrahydro-naphthalene (available from Maybridge) (1.38 mmol) is added followed by cesium carbonate (600 mg, 1.88 mmol). The reaction is stirred for 14 hours and diluted with 250 mL of EtOAc. The organic layer is washed with 1N HCl (aq) (50 mL), saturated NaHCO3 (aq) (50 mL), and brine (2×50 mL). The organic layer is dried with MgSO4, filtered, and concentrated under reduced pressure. Th... Reaction SMILES: [C:1]([NH:4][C:5]1[C:6]([I:20])=[C:7]([C:11]([I:19])=[C:12]([NH:15][C:16](=[O:18])[CH3:17])[C:13]=1[I:14])[C:8](Cl)=[O:9])(=[O:3])[CH3:2].Cl.[CH2:22]([O:24][C:25](=[O:35])[C@H:26]([CH2:28][CH2:29][C:30]([O:32][CH2:33][CH3:34])=[O:31])[NH2:27])[CH3:23]>>[CH2:22]([O:24][C:25](=[O:35])[C@H:26]([CH2:28][CH2:29][C:30]([O:32][CH2:33][CH3:34])=[O:31])[NH:27][C:8](=[O:9])[C:7]1[C:6]([I:20])=[C:5]([NH:4][C:1](=[O:3])[CH3:2])[C:13]([I:14])=[C:12]([NH:15][C:16](=[O:18])[CH3:17])[C:11]=1[I:19])[CH3:23] |f:1.2|. Starting materials: product, C(C)(=O)NC=1C(=C(C(=O)Cl)C(=C(C1I)NC(C)=O)I)I (3,5-diacetamido-2,4,6-triiodobenzoyl chloride), Cl.C(C)OC([C@@H](N)CCC(=O)OCC)=O (L-glutamic acid diethyl ester hydrochloride). Procedure: Following the procedure of example 13, 155 g (65%) of product is synthesized from 192 g (0.3 Mol) 3,5-diacetamido-2,4,6-triiodobenzoyl chloride and 108 g (0.45 Mol) L-glutamic acid diethyl ester hydrochloride. The product is C(C)OC([C@@H](NC(C1=C(C(=C(C(=C1I)NC(C)=O)I)NC(C)=O)I)=O)CCC(=O)OCC)=O (N-(3,5-diacetamido-2,4,6-triiodobenzoyl)-L-glutamic acid diethyl ester). Reactants: C#CCCCCCCCC, CCOC(=O)C=[N+]=[N-]. The product is CCCCCCCCC1=CC1C(=O)OCC. Reaction SMILES: [CH:1]#[C:2][CH2:3][CH2:4][CH2:5][CH2:6][CH2:7][CH2:8][CH2:9][CH3:10].[N+:11](=[N-:12])=[CH:13][C:14](=[O:15])[O:16][CH2:17][CH3:18]>>[CH:1]1=[C:2]([CH2:3][CH2:4][CH2:5][CH2:6][CH2:7][CH2:8][CH2:9][CH3:10])[CH:13]1[C:14](=[O:15])[O:16][CH2:17][CH3:18].